Dataset: the Open Reaction Database (ORD), a public repository of structured organic reaction records. Task: describe an organic reaction: reactants, conditions, products, and yield Starting materials: [N+](=O)([O-])C1=CC=C(CCON2NC(=CC(=N2)Cl)Cl)C=C1 (2-p-nitrophenethoxy-4,6-dichlorotriazine), N1=C(C=C(C=C1C)C)C (collidine), COC1=C(C=O)C=CC(=C1)OC (2,4-dimethoxybenzaldehyde), C(CC1=CC=CC=C1)O (phenethyl alcohol). The product is C(CC1=CC=CC=C1)ON1NC(=CC(=N1)Cl)Cl (2-Phenethoxy-4,6-Dichlorotriazine). Yield: 52.0%. As a reaction SMILES: [N+]([C:4]1[CH:20]=[CH:19][C:7]([CH2:8][CH2:9][O:10][N:11]2[N:16]=[C:15]([Cl:17])[CH:14]=[C:13]([Cl:18])[NH:12]2)=[CH:6][CH:5]=1)([O-])=O.COC1C=C(OC)C=CC=1C=O.C(O)CC1C=CC=CC=1.N1C(C)=CC(C)=CC=1C>>[CH2:9]([O:10][N:11]1[N:12]=[C:13]([Cl:18])[CH:14]=[C:15]([Cl:17])[NH:16]1)[CH2:8][C:7]1[CH:6]=[CH:5][CH:4]=[CH:20][CH:19]=1. Reported procedure: In a manner exactly analogous to the preparation of compound 35, using 4.4 g (0.0024 mole) of cyanuric chloride (1), 2.9 g (0.0024 mole) of phenethyl alcohol and 3.2 ml of collidine, 3.37 g (52% yield) of the desired compound 46 was obtained after plug filtration of the crude product on silica gel using methylene chloride. The reactants are COC(=O)CCCCCCCC=O, C[Si](C)(C)[N-][Si](C)(C)C, [Cl-], Clc1ccc(C[P+](c2ccccc2)(c2ccccc2)c2ccccc2)cc1, [K+], C1CCOC1, O. The product is COC(=O)CCCCCCCC=Cc1ccc(Cl)cc1. RXN SMILES: [C:39](=[O:40])([O:41][CH3:42])[CH2:43][CH2:44][CH2:45][CH2:46][CH2:47][CH2:48][CH2:49][CH:50]=[O:51].[CH3:29][Si:30]([CH3:31])([CH3:32])[N-:33][Si:34]([CH3:35])([CH3:36])[CH3:37].[Cl-:1].[Cl:2][c:3]1[cH:4][cH:5][c:6]([CH2:7][P+:8]([c:9]2[cH:10][cH:11][cH:12][cH:13][cH:14]2)([c:15]2[cH:16][cH:17][cH:18][cH:19][cH:20]2)[c:21]2[cH:22][cH:23][cH:24][cH:25][cH:26]2)[cH:27][cH:28]1.[K+:38].[O:53]1[CH2:54][CH2:55][CH2:56][CH2:57]1.[OH2:52]>>[Cl:2][c:3]1[cH:4][cH:5][c:6]([CH:7]=[CH:50][CH2:49][CH2:48][CH2:47][CH2:46][CH2:45][CH2:44][CH2:43][C:39](=[O:40])[O:41][CH3:42])[cH:27][cH:28]1. The reactants are [Al+3], COc1ccc2c(c1)C(=O)CC2, [Cl-], [Cl-], [Cl-], Cl, Cc1ccccc1C. Product: O=C1CCc2ccc(O)cc21. RXN SMILES: [Al+3:14].[CH3:1][O:2][c:3]1[cH:4][cH:5][c:6]2[c:10]([cH:11]1)[C:9](=[O:12])[CH2:8][CH2:7]2.[Cl-:13].[Cl-:15].[Cl-:16].[ClH:17].[c:18]1([CH3:19])[c:20]([CH3:21])[cH:22][cH:23][cH:24][cH:25]1>>[OH:2][c:3]1[cH:4][cH:5][c:6]2[c:10]([cH:11]1)[C:9](=[O:12])[CH2:8][CH2:7]2. The reactants are N1(C=NC2=C1C=CC=C2)C(C(C)O)O (N-benzimidazolyl-1,2-propanediol), I(=O)(=O)(=O)[O-].[Na+] (sodium periodate). Run in O (water). Conditions: time 1.5 hour. The product is N1(C=NC2=C1C=CC=C2)CC=O (2-(benzimidazol-1-yl)-ethanal). Isolated yield 41.2%. Reaction SMILES: [N:1]1([CH:10](O)[CH:11]([OH:13])C)[C:5]2[CH:6]=[CH:7][CH:8]=[CH:9][C:4]=2[N:3]=[CH:2]1.I([O-])(=O)(=O)=O.[Na+]>O>[N:1]1([CH2:10][CH:11]=[O:13])[C:5]2[CH:6]=[CH:7][CH:8]=[CH:9][C:4]=2[N:3]=[CH:2]1 |f:1.2|. Procedure details: The intermediate, N-benzimidazolyl-1,2-propanediol (0.66 g, 3.4 mmol) from above was dissolved in water (25 mL) and treated with sodium periodate (0.88 g, 4.1 mmol) with stirring for 1.5 hours. The solution was then extracted with dichloromethane, dried (MgSO4), filtered and concentrated to yield 2-(benzimidazol-1-yl)-ethanal (0.22 g, 1.4 mmol) which was used immediately without further purification in the next reaction.